Dataset: the Open Reaction Database (ORD), a public repository of structured organic reaction records. Task: describe an organic reaction: reactants, conditions, products, and yield Starting materials: [BH4-], C1CCOC1, [Li+], COC(=O)C(C)c1cccc([N+](=O)[O-])c1. Product: CC(CO)c1cccc([N+](=O)[O-])c1. RXN SMILES: [BH4-:1].[CH2:18]1[O:19][CH2:20][CH2:21][CH2:22]1.[Li+:2].[N+:3](=[O:4])([O-:5])[c:6]1[cH:7][c:8]([CH:12]([C:13](=[O:14])[O:15][CH3:16])[CH3:17])[cH:9][cH:10][cH:11]1>>[N+:3](=[O:4])([O-:5])[c:6]1[cH:7][c:8]([CH:12]([CH2:13][OH:14])[CH3:17])[cH:9][cH:10][cH:11]1.